This data is from the Open Reaction Database (ORD), a public repository of structured organic reaction records. The task is: describe an organic reaction: reactants, conditions, products, and yield Starting materials: CCCc1c(Cc2ccc(-c3ccccc3C#N)cc2)c(=O)n(C2CCC(OCCOS(C)(=O)=O)CC2)c2ncnn12, CN(C)C=O, CCOC(C)=O, [H-], [Na+], c1c[nH]cn1. The product is CCCc1c(Cc2ccc(-c3ccccc3C#N)cc2)c(=O)n(C2CCC(OCCn3ccnc3)CC2)c2ncnn12. RXN SMILES: [CH3:1][S:2]([O:3][CH2:6][CH2:7][O:8][CH:9]1[CH2:10][CH2:11][CH:12]([n:15]2[c:16]3[n:17]([c:18]([CH2:37][CH2:38][CH3:39])[c:19]([CH2:22][c:23]4[cH:24][cH:25][c:26](-[c:29]5[c:30]([C:35]#[N:36])[cH:31][cH:32][cH:33][cH:34]5)[cH:27][cH:28]4)[c:20]2=[O:21])[n:40][cH:41][n:42]3)[CH2:13][CH2:14]1)(=[O:4])=[O:5].[CH3:48][N:49]([CH3:50])[CH:51]=[O:52].[CH3:55][CH2:56][O:57][C:58](=[O:59])[CH3:60].[H-:53].[Na+:54].[nH:43]1[cH:44][n:45][cH:46][cH:47]1>>[CH2:6]([CH2:7][O:8][CH:9]1[CH2:10][CH2:11][CH:12]([n:15]2[c:16]3[n:17]([c:18]([CH2:37][CH2:38][CH3:39])[c:19]([CH2:22][c:23]4[cH:24][cH:25][c:26](-[c:29]5[c:30]([C:35]#[N:36])[cH:31][cH:32][cH:33][cH:34]5)[cH:27][cH:28]4)[c:20]2=[O:21])[n:40][cH:41][n:42]3)[CH2:13][CH2:14]1)[n:43]1[cH:44][n:45][cH:46][cH:47]1. Reactants: OC1=CC=C2C(CC(OC2=C1)(C)C)C1=CC=CC=C1 (7-hydroxy-2,2-dimethyl-4-phenylchroman), C([O-])([O-])=O.[K+].[K+] (potassium carbonate), C(Cl)C1CO1 (epichlorohydrin). Run in CC(=O)C (acetone). Yields the product O1C(COC2=CC=C3C(CC(OC3=C2)(C)C)C2=CC=CC=C2)C1 (7-(2,3-epoxypropoxy)-2,2-dimethyl-4-phenylchroman). The yield is 95.0%. Reaction SMILES: [OH:1][C:2]1[CH:11]=[C:10]2[C:5]([CH:6]([C:14]3[CH:19]=[CH:18][CH:17]=[CH:16][CH:15]=3)[CH2:7][C:8]([CH3:13])([CH3:12])[O:9]2)=[CH:4][CH:3]=1.C(=O)([O-])[O-].[K+].[K+].[CH2:26]([CH:28]1[O:30][CH2:29]1)Cl>CC(C)=O>[O:30]1[CH2:29][CH:28]1[CH2:26][O:1][C:2]1[CH:11]=[C:10]2[C:5]([CH:6]([C:14]3[CH:15]=[CH:16][CH:17]=[CH:18][CH:19]=3)[CH2:7][C:8]([CH3:13])([CH3:12])[O:9]2)=[CH:4][CH:3]=1 |f:1.2.3|. Procedure: A mixture of 7-hydroxy-2,2-dimethyl-4-phenylchroman (11.8 g, 0.046 mole), anhydrous potassium carbonate (11.7 g, 0.093 mole), epichlorohydrin (50 ml) and dry acetone (50 ml) was stirred and boiled under reflux for 6 hours, then cooled and filtered. The filtrate was evaporated in vacuo and the residual brown oil dissolved in ether, washed with water and dried (magnesium sulphate). Removal of the solvent gave 7-(2,3-epoxypropoxy)-2,2-dimethyl-4-phenylchroman as a pale brown solid (13.56 g, 95%), m... The yield is 100.7%. Reported procedure: To a solution of 2-(methylsulfonyl)-5-[4-nitro-3-(tetrahydro-2H-pyran-4-yloxy)phenoxy]pyridine (25.8 g) in ethanol (250 mL) and tetrahydrofuran (250 mL) was added 10% palladium carbon (3 g), and the mixture was stirred under hydrogen pressure of 0.5 MPa at 50° C. for 6 hr. Palladium carbon was removed, and the mixture was concentrated under reduced pressure to give the title compound (24 g, yield 100%) as a white powder. Solvent: C(C)O (ethanol), O1CCCC1 (tetrahydrofuran). Reactants: CS(=O)(=O)C1=NC=C(C=C1)OC1=CC(=C(C=C1)[N+](=O)[O-])OC1CCOCC1 (2-(methylsulfonyl)-5-[4-nitro-3-(tetrahydro-2H-pyran-4-yloxy)phenoxy]pyridine). Reaction conditions: temperature 50 celsius, time 6 hour. As a reaction SMILES: [CH3:1][S:2]([C:5]1[CH:10]=[CH:9][C:8]([O:11][C:12]2[CH:17]=[CH:16][C:15]([N+:18]([O-])=O)=[C:14]([O:21][CH:22]3[CH2:27][CH2:26][O:25][CH2:24][CH2:23]3)[CH:13]=2)=[CH:7][N:6]=1)(=[O:4])=[O:3]>C(O)C.O1CCCC1.[C].[Pd]>[CH3:1][S:2]([C:5]1[N:6]=[CH:7][C:8]([O:11][C:12]2[CH:17]=[CH:16][C:15]([NH2:18])=[C:14]([O:21][CH:22]3[CH2:27][CH2:26][O:25][CH2:24][CH2:23]3)[CH:13]=2)=[CH:9][CH:10]=1)(=[O:3])=[O:4] |f:3.4|. The product is CS(=O)(=O)C1=CC=C(C=N1)OC1=CC(=C(N)C=C1)OC1CCOCC1 (4-{[6-(Methylsulfonyl)pyridin-3-yl]oxy}-2-(tetrahydro-2H-pyran-4-yloxy)aniline). Reagents/catalysts: [C].[Pd] (palladium carbon). Reactants: OC1=CC(OC(=C1)C1=CC=CC=C1)=O (4-hydroxy-6-phenyl-2H-pyran-2-one), N1CCCCC1 (piperdine), C(C1=CC=CC=C1)=O (benzaldehyde), C1(=CC=CC=C1)S (thiophenol). The solvent is C(C)(=O)O (acetic acid), C(C)O (ethanol). The product is OC1=C(C(OC(=C1)C1=CC=CC=C1)=O)C(SC1=CC=CC=C1)C1=CC=CC=C1 (4-Hydroxy-6-phenyl-3-[phenyl(phenylthio)methyl]-2H-pyran-2-one). RXN SMILES: [OH:1][C:2]1[CH:7]=[C:6]([C:8]2[CH:13]=[CH:12][CH:11]=[CH:10][CH:9]=2)[O:5][C:4](=[O:14])[CH:3]=1.[CH:15](=O)[C:16]1[CH:21]=[CH:20][CH:19]=[CH:18][CH:17]=1.[C:23]1([SH:29])[CH:28]=[CH:27][CH:26]=[CH:25][CH:24]=1.N1CCCCC1>C(O)(=O)C.C(O)C>[OH:1][C:2]1[CH:7]=[C:6]([C:8]2[CH:9]=[CH:10][CH:11]=[CH:12][CH:13]=2)[O:5][C:4](=[O:14])[C:3]=1[CH:15]([C:16]1[CH:21]=[CH:20][CH:19]=[CH:18][CH:17]=1)[S:29][C:23]1[CH:28]=[CH:27][CH:26]=[CH:25][CH:24]=1. Reported procedure: The title compound was prepared by Method E using 4-hydroxy-6-phenyl-2H-pyran-2-one (1.00 g, 5.31 mmol), ethanol (10 mL), benzaldehyde (0.593 mL, 5.84 mmol), thiophenol (1.40 mL, 13.8 mmol), piperdine (0.5 mL), acetic acid (0.5 mL). m.p. dec. >220° C.; 1H NMR (400 MHz, DMSO-d6) δ5.80 (s, 1 H), 6.70 (s, 1 H), 7.23 (m, 8H), 7.54 (m, 4 H), 7.74 (m, 2 H). Reactants: C(CCCCCCCCCCCCCCC)NC1=CC=C(C(=O)O)C=C1 (4-(hexadecylamino)benzoic acid), C(C(O)C)(=O)O (lactic acid), C=1(C(=CC=CC1)S(=O)(=O)O)C (toluenesulfonic acid). The solvent is C1(=CC=CC=C1)C (toluene). The product is C(CCCCCCCCCCCCCCC)NC1=CC=C(C(=O)OC(C)C(=O)O)C=C1 (1-carboxyethyl 4-(hexadecylamino)benzoate). As a reaction SMILES: [CH2:1]([NH:17][C:18]1[CH:26]=[CH:25][C:21]([C:22]([OH:24])=[O:23])=[CH:20][CH:19]=1)[CH2:2][CH2:3][CH2:4][CH2:5][CH2:6][CH2:7][CH2:8][CH2:9][CH2:10][CH2:11][CH2:12][CH2:13][CH2:14][CH2:15][CH3:16].[C:27]([OH:32])(=[O:31])[CH:28]([CH3:30])O.C1(C)C(S(O)(=O)=O)=CC=CC=1>C1(C)C=CC=CC=1>[CH2:1]([NH:17][C:18]1[CH:19]=[CH:20][C:21]([C:22]([O:24][CH:28]([C:27]([OH:32])=[O:31])[CH3:30])=[O:23])=[CH:25][CH:26]=1)[CH2:2][CH2:3][CH2:4][CH2:5][CH2:6][CH2:7][CH2:8][CH2:9][CH2:10][CH2:11][CH2:12][CH2:13][CH2:14][CH2:15][CH3:16]. Procedure details: A flask containing 10.0 g. (27.7 m moles) 4-(hexadecylamino)benzoic acid, 3.3 g. (36 m moles) lactic acid, 500 mg. toluenesulfonic acid and 500 ml. toluene is equipped with a Soxhlet extractor charged with activated 4 A Linde molecular sieves. The solution is refluxed for 24 hours, during which time the Soxhlet extractor is charged twice more with fresh sieves. The hot solution is filtered and left to cool, whereupon the product separates as off-white crystals. The reactants are C(C)(=O)O (acetic acid), ClC=1C=C(C=CC1)N1N=CC(=C1C)C(C)=O (1-[1-(3-chlorophenyl)-5-methyl-1H-pyrazol-4-yl]ethan-1-one), CC(C)(C)[O-].[K+] (KOtBu), C(C(=O)OCC)(=O)OCC (diethyl oxalate), O.NN (hydrazine monohydrate). Run in C1CCOC1 (THF), C1CCOC1 (THF), C(C)O (ethanol). Run at time 8 hour. The product is C(C)OC(=O)C1=CC(=NN1)C=1C=NN(C1C)C1=CC(=CC=C1)Cl (1′-(3-Chloro-phenyl)-5′-methyl-1H,1′H-[3,4′]bipyrazolyl-5-carboxylic Acid Ethyl Ester). The yield is 12.1%. RXN SMILES: [Cl:1][C:2]1[CH:3]=[C:4]([N:8]2[C:12]([CH3:13])=[C:11]([C:14](=O)[CH3:15])[CH:10]=[N:9]2)[CH:5]=[CH:6][CH:7]=1.CC([O-])(C)C.[K+].[C:23](OCC)(=O)[C:24]([O:26][CH2:27][CH3:28])=[O:25].O.[NH2:34][NH2:35].C(O)(=O)C>C1COCC1.C(O)C>[CH2:27]([O:26][C:24]([C:23]1[NH:35][N:34]=[C:14]([C:11]2[CH:10]=[N:9][N:8]([C:4]3[CH:5]=[CH:6][CH:7]=[C:2]([Cl:1])[CH:3]=3)[C:12]=2[CH3:13])[CH:15]=1)=[O:25])[CH3:28] |f:1.2,4.5|. Procedure: To a solution of 47 mg (0.2 mmol) of 1-[1-(3-chlorophenyl)-5-methyl-1H-pyrazol-4-yl]ethan-1-one (commercially available) in 2 mL of THF was added successively 0.4 mL (0.4 mmol) of 1M KOtBu in THF and 54 μL (0.4 mmol) of diethyl oxalate. The mixture was stirred at room temperature overnight, quenched with water, and diluted with ethyl acetate. The solution was washed successively with saturated aqueous ammonium chloride, saturated aqueous sodium bicarbonate, and brine, dried over sodium sulfate, ... The reactants are [Si](C)(C)(C(C)(C)C)OC1=C(C=C(C=C1)CO)OCC ((4-(tert-butyldimethylsilyloxy)-3-ethoxyphenyl)methanol), P(Br)(Br)Br (PBr3), C(=O)(O)[O-].[Na+] (NaHCO3). Reaction SMILES: [Si:1]([O:8][C:9]1[CH:14]=[CH:13][C:12]([CH2:15]O)=[CH:11][C:10]=1[O:17][CH2:18][CH3:19])([C:4]([CH3:7])([CH3:6])[CH3:5])([CH3:3])[CH3:2].P(Br)(Br)[Br:21].C([O-])(O)=O.[Na+]>>[Br:21][CH2:15][C:12]1[CH:13]=[CH:14][C:9]([O:8][Si:1]([C:4]([CH3:7])([CH3:6])[CH3:5])([CH3:3])[CH3:2])=[C:10]([O:17][CH2:18][CH3:19])[CH:11]=1 |f:2.3|. Isolated yield 94.6%. Run at temperature 0 celsius, time 30 minute. Product: BrCC1=CC(=C(O[Si](C)(C)C(C)(C)C)C=C1)OCC ((4-(bromomethyl)-2-ethoxyphenoxy)(tert-butyl)dimethylsilane). Procedure: To a solution of (4-(tert-butyldimethylsilyloxy)-3-ethoxyphenyl)methanol (12.5 g, 44.4 mmol, 1.0 equiv.) in CH2CI2 (45 mL), PBr3 (5.0 mL, 53.2 mmol, 1.2 equiv.) was added at 0° C., and the mixture was stirred at 0° C. for 30 min. After slow addition of sat. aq. NaHCO3-solution, the aqueous layer was extracted with CH2Cl2 (2×). The combined organic phases were washed with brine, dried (MgSO4), filtered and the filtrate was concentrated to yield 14.5 g (94%) of (4-(bromomethyl)-2-ethoxyphenoxy)(te... The reactants are C(CC)(=O)O.ClCC([C@]1([C@H](C[C@H]2[C@@H]3C[C@@H](C4=CC(CC[C@]4(C)[C@H]3CC[C@]12C)=O)F)C)O)=O (21-chloro-6α-fluoro-17α-hydroxy-16β-methyl-pregn-4-ene-3,20-dione propionate), ClC=1C(C(=C(C(C1Cl)=O)C#N)C#N)=O (2,3-dichloro-5,6-dicyano-1,4-benzoquinone). The solvent is O1CCOCC1 (dioxan). As a reaction SMILES: [C:1]([OH:5])(=[O:4])[CH2:2][CH3:3].[Cl:6][CH2:7][C:8](=[O:32])[C@:9]1([OH:31])[C@:26]2([CH3:27])[C@H:12]([C@H:13]3[C@H:23]([CH2:24][CH2:25]2)[C@:21]2([CH3:22])[C:16](=[CH:17][C:18](=[O:28])[CH2:19][CH2:20]2)[C@@H:15]([F:29])[CH2:14]3)[CH2:11][C@@H:10]1[CH3:30].ClC1C(=O)C(C#N)=C(C#N)C(=O)C=1Cl>O1CCOCC1>[C:1]([OH:5])(=[O:4])[CH2:2][CH3:3].[Cl:6][CH2:7][C:8](=[O:32])[C@:9]1([OH:31])[C@:26]2([CH3:27])[C@H:12]([C@H:13]3[C@H:23]([CH2:24][CH2:25]2)[C@:21]2([CH3:22])[C:16](=[CH:17][C:18](=[O:28])[CH:19]=[CH:20]2)[C@@H:15]([F:29])[CH2:14]3)[CH2:11][C@@H:10]1[CH3:30] |f:0.1,4.5|. The product is C(CC)(=O)O.ClCC([C@]1([C@H](C[C@H]2[C@@H]3C[C@@H](C4=CC(C=C[C@]4(C)[C@H]3CC[C@]12C)=O)F)C)O)=O (21-chloro-6α-fluoro-17α-hydroxy-16β-methyl-pregna-1,4-diene-3,20-dione propionate). Procedure details: Analogously to Example 12, 200 mg of 21-chloro-6α-fluoro-17α-hydroxy-16β-methyl-pregn-4-ene-3,20-dione propionate (see Example 10) are treated with 250 mg of 2,3-dichloro-5,6-dicyano-1,4-benzoquinone in 8 ml of dioxan and further processed to yield 21-chloro-6α-fluoro-17α-hydroxy-16β-methyl-pregna-1,4-diene-3,20-dione propionate; melting point 216°-219° C. (from methylene chloride/ether). Reactants: CCOC(=O)C(CC(C)C)NC(=O)c1ccc(C2CC2)c(Cc2ccc(F)cc2)n1, [Li+], [OH-]. As a reaction SMILES: [CH:1]1([c:4]2[cH:5][cH:6][c:7]([C:18](=[O:19])[NH:20][CH:21]([C:22](=[O:23])[O:24][CH2:25][CH3:26])[CH2:27][CH:28]([CH3:29])[CH3:30])[n:8][c:9]2[CH2:10][c:11]2[cH:12][cH:13][c:14]([F:17])[cH:15][cH:16]2)[CH2:2][CH2:3]1.[Li+:31].[OH-:32]>>[CH:1]1([c:4]2[cH:5][cH:6][c:7]([C:18](=[O:19])[NH:20][CH:21]([C:22](=[O:23])[OH:24])[CH2:27][CH:28]([CH3:29])[CH3:30])[n:8][c:9]2[CH2:10][c:11]2[cH:12][cH:13][c:14]([F:17])[cH:15][cH:16]2)[CH2:2][CH2:3]1. Yields the product CC(C)CC(NC(=O)c1ccc(C2CC2)c(Cc2ccc(F)cc2)n1)C(=O)O.